describe an organic reaction: reactants, conditions, products, and yield From a dataset of the Open Reaction Database (ORD), a public repository of structured organic reaction records. Reaction SMILES: [Cl:1][CH2:2][CH2:3][CH2:4][C:5](Cl)=[O:6].[C:8]([OH:12])([CH3:11])([CH3:10])[CH3:9].CN(C)C1C=CC=CC=1.Cl>O.CCOCC>[Cl:1][CH2:2][CH2:3][CH2:4][C:5]([O:12][C:8]([CH3:11])([CH3:10])[CH3:9])=[O:6]. The reactants are Cl (hydrochloric acid), ClCCCC(=O)Cl (4-Chlorobutyryl chloride), C(C)(C)(C)O (tert-butanol), CN(C1=CC=CC=C1)C (dimethylaniline). The solvent is O (water), CCOCC (Ether). The product is ClCCCC(=O)OC(C)(C)C (tert-butyl 4-chlorobutyrate). The yield is 73.9%. Procedure details: 4-Chlorobutyryl chloride (14.1 g) was added dropwise with stirring under ice-cooling to a mixture of tert-butanol (18.5 g) and dimethylaniline (18.2 g). The resulting mixture was stirred for 2 hours in an oil bath (100° C.). Ether (200 ml), water (100 ml) and 1N hydrochloric acid (50 ml) were added to the reaction mixture and mixed with shaking. The organic layer was washed successively with 1N hydrochloric acid, an aqueous sodium bicarbonate and brine and dried over anhydrous magnesium sulfate.... The solvent is C(C)O (ethanol). Reaction SMILES: [Cl:1][C:2]1[C:9]([CH3:10])=[CH:8][CH:7]=[CH:6][C:3]=1[CH:4]=O.Cl.[NH2:12]O.[OH-].[Na+].O>C(O)C>[C:4]([C:3]1[CH:6]=[CH:7][CH:8]=[C:9]([CH3:10])[C:2]=1[Cl:1])#[N:12] |f:1.2,3.4|. The reactants are ClC1=C(C=O)C=CC=C1C (2-chloro-3-methylbenzaldehyde), Cl.NO (hydroxylamine hydrochloride), solution, [OH-].[Na+] (sodium hydroxide), solution, O (Water). Product: C(#N)C1=C(C(=CC=C1)C)Cl (2-cyano-6-methylchlorobenzene). Procedure details: To a solution of 2-chloro-3-methylbenzaldehyde (19.4 g) in ethanol (45 ml) was added an aqueous hydroxylamine hydrochloride (9.7 g) solution (12 ml), and an aqueous sodium hydroxide (6.9 g) solution (10 ml) was added. The mixture was stirred at room temperature for 1.5 hours. Water (500 ml) was added and the precipitated crystals were collected by filtration. The obtained white crystals (16.1 g) were dissolved in acetic anhydride (50 ml) and the mixture was heated under reflux for 2.5 hours. The... Run at time 1.5 hour. The yield is 57.3%. The reactants are BrC1=NC(=CC=C1)N1C(=CC=C1C)C (2-bromo-6-(2,5-dimethylpyrrol-1-yl)pyridine), C(C1=CC=CC=C1)OC1=CC(=C(C=C1CC)B(O)O)OC (4-benzyloxy-5-ethyl-2-methoxy-phenylboronic acid), C([O-])([O-])=O.[Na+].[Na+] (sodium carbonate). Reagents/catalysts: C=1C=CC(=CC1)[P](C=2C=CC=CC2)(C=3C=CC=CC3)[Pd]([P](C=4C=CC=CC4)(C=5C=CC=CC5)C=6C=CC=CC6)([P](C=7C=CC=CC7)(C=8C=CC=CC8)C=9C=CC=CC9)[P](C=1C=CC=CC1)(C=1C=CC=CC1)C=1C=CC=CC1 (tetrakis(triphenylphosphine)palladium(0)). The solvent is C(C)O (ethanol), O (water). The product is C(C1=CC=CC=C1)OC1=CC(=C(C=C1CC)C1=NC(=CC=C1)N1C(=CC=C1C)C)OC (2-(4-benzyloxy-5-ethyl-2-methoxy-phenyl)-6-(2,5-dimethyl-pyrrol-1-yl)-pyridine). The yield is 73.1%. RXN SMILES: Br[C:2]1[CH:7]=[CH:6][CH:5]=[C:4]([N:8]2[C:12]([CH3:13])=[CH:11][CH:10]=[C:9]2[CH3:14])[N:3]=1.[CH2:15]([O:22][C:23]1[C:28]([CH2:29][CH3:30])=[CH:27][C:26](B(O)O)=[C:25]([O:34][CH3:35])[CH:24]=1)[C:16]1[CH:21]=[CH:20][CH:19]=[CH:18][CH:17]=1.C(=O)([O-])[O-].[Na+].[Na+]>C(O)C.O.C1C=CC([P]([Pd]([P](C2C=CC=CC=2)(C2C=CC=CC=2)C2C=CC=CC=2)([P](C2C=CC=CC=2)(C2C=CC=CC=2)C2C=CC=CC=2)[P](C2C=CC=CC=2)(C2C=CC=CC=2)C2C=CC=CC=2)(C2C=CC=CC=2)C2C=CC=CC=2)=CC=1>[CH2:15]([O:22][C:23]1[C:28]([CH2:29][CH3:30])=[CH:27][C:26]([C:2]2[CH:7]=[CH:6][CH:5]=[C:4]([N:8]3[C:12]([CH3:13])=[CH:11][CH:10]=[C:9]3[CH3:14])[N:3]=2)=[C:25]([O:34][CH3:35])[CH:24]=1)[C:16]1[CH:17]=[CH:18][CH:19]=[CH:20][CH:21]=1 |f:2.3.4,^1:49,51,70,89|. Procedure: Under a nitrogen atmosphere, 5.00 g (19.91 mmol) of 2-bromo-6-(2,5-dimethylpyrrol-1-yl)pyridine, 5.98 g (20.91 mmol) of 4-benzyloxy-5-ethyl-2-methoxy-phenylboronic acid (5), 8.44 g (79.64 mmol) of sodium carbonate and 1.15 g (0.996 mmol) of tetrakis(triphenylphosphine)palladium(0) were combined in 90 mL of ethanol and 10 mL of water. The solution was allowed to reflux for 64 hours, and then the reaction mixture was concentrated in vacuo. The resultant yellow residue was partitioned between ethyl... The reactants are N1=CC=CC2=CC=CN=C12 (naphthyridine), C[Si](C)(C)[N-][Si](C)(C)C.[Na+] (NaN(TMS)2), BrCCC(=O)OC (methyl 3-bromopropionate). The solvent is C1CCOC1 (THF). Run at time 30 minute. The product is N1=CC=C(C2=CC=CN=C12)CCCC(=O)OC (Methyl 4-(1,8-naphthyridin-4-yl)butyrate). Reaction SMILES: [N:1]1[C:10]2[C:5](=[CH:6][CH:7]=[CH:8][N:9]=2)[CH:4]=[CH:3][CH:2]=1.[CH3:11][Si]([N-][Si](C)(C)C)(C)C.[Na+].Br[CH2:22][CH2:23][C:24]([O:26][CH3:27])=[O:25]>C1COCC1>[N:1]1[C:10]2[C:5](=[CH:6][CH:7]=[CH:8][N:9]=2)[C:4]([CH2:11][CH2:22][CH2:23][C:24]([O:26][CH3:27])=[O:25])=[CH:3][CH:2]=1 |f:1.2|. Procedure: To a stirred solution of naphthyridine 23-1 (Hamada, Y. et al., Chem. Pharm. Bull. Soc., 1971, 19(9), 1857-1862), (2.2 g, 15.2 mmol) and THF (200 ml) at -78° C. was added NaN(TMS)2 (1M/THF, 18 ml, 18 mmol) dropwise over a 20 min period. After 30 minutes at -78° C., methyl 3-bromopropionate was added in a stream. After 30 min, the reaction was quenched with 50 ml 10% KHSO4. The mixture was extracted with Et2O. The remaining aqueous portion was basified with sat. NaHCO3 and then extracted with EtO... The reactants are CC(C)CCS, N#Cc1cccc(Cl)n1, [H-], [Na+], C1CCOC1. Product: CC(C)CCSc1cccc(C#N)n1. As a reaction SMILES: [CH2:1]([CH2:2][CH:3]([CH3:4])[CH3:5])[SH:6].[Cl:9][c:10]1[n:11][c:12]([C:16]#[N:17])[cH:13][cH:14][cH:15]1.[H-:7].[Na+:8].[O:18]1[CH2:19][CH2:20][CH2:21][CH2:22]1>>[CH2:1]([CH2:2][CH:3]([CH3:4])[CH3:5])[S:6][c:10]1[n:11][c:12]([C:16]#[N:17])[cH:13][cH:14][cH:15]1.